This data is from the Open Reaction Database (ORD), a public repository of structured organic reaction records. The task is: describe an organic reaction: reactants, conditions, products, and yield Run in O1CCOCC1 (dioxane), O (water). Yields the product FC=1C(=C2N=C(C(=NC2=CC1)C)NC1(CC1)C)C1=CC(=C(N1)C)C(=O)OCC (ethyl 5-(6-fluoro-2-methyl-3-((1-methyl-cyclopropyl)amino)quinoxalin-5-yl)-2-methyl-1H-pyrrole-3-carboxylate). Procedure details: A mixture of Xphos (Strem Chemicals, 0.169 g, 0.355 mmol), Pd2dba3 (Frontier Scientific, 0.162 g, 0.177 mmol), potassium phosphate tribasic monohydrate (Fluka, 2.450 g, 10.64 mmol), 8-bromo-7-fluoro-3-methyl-N-(1-methylcyclopropyl)quinoxalin-2-amine (610a) (0.880 g, 2.84 mmol), ethyl 2-methyl-5-(4,4,5,5-tetramethyl-1,3,2-dioxaborolan-2-yl)-1H-pyrrole-3-carboxylate (417a) (0.99 g, 3.55 mmol) in dioxane (10.32 mL) and water (3.87 mL) was microwaved to 110° C. for 30 min. Reaction mixture was separ... The reagents and catalysts are C=1C=CC(=CC1)/C=C/C(=O)/C=C/C2=CC=CC=C2.C=1C=CC(=CC1)/C=C/C(=O)/C=C/C2=CC=CC=C2.C=1C=CC(=CC1)/C=C/C(=O)/C=C/C2=CC=CC=C2.[Pd].[Pd] (Pd2dba3). Reactants: CC(C)C1=CC(=C(C(=C1)C(C)C)C2=C(C=CC=C2)P(C3CCCCC3)C4CCCCC4)C(C)C (Xphos), O.[O-]P(=O)([O-])[O-].[K+].[K+].[K+] (potassium phosphate tribasic monohydrate), BrC=1C(=CC=C2N=C(C(=NC12)NC1(CC1)C)C)F (8-bromo-7-fluoro-3-methyl-N-(1-methylcyclopropyl)quinoxalin-2-amine), CC=1NC(=CC1C(=O)OCC)B1OC(C(O1)(C)C)(C)C (ethyl 2-methyl-5-(4,4,5,5-tetramethyl-1,3,2-dioxaborolan-2-yl)-1H-pyrrole-3-carboxylate). RXN SMILES: CC(C1C=C(C(C)C)C(C2C=CC=CC=2P(C2CCCCC2)C2CCCCC2)=C(C(C)C)C=1)C.O.[O-]P([O-])([O-])=O.[K+].[K+].[K+].Br[C:45]1[C:46]([F:61])=[CH:47][CH:48]=[C:49]2[C:54]=1[N:53]=[C:52]([NH:55][C:56]1([CH3:59])[CH2:58][CH2:57]1)[C:51]([CH3:60])=[N:50]2.[CH3:62][C:63]1[NH:64][C:65](B2OC(C)(C)C(C)(C)O2)=[CH:66][C:67]=1[C:68]([O:70][CH2:71][CH3:72])=[O:69]>O1CCOCC1.O.C1C=CC(/C=C/C(/C=C/C2C=CC=CC=2)=O)=CC=1.C1C=CC(/C=C/C(/C=C/C2C=CC=CC=2)=O)=CC=1.C1C=CC(/C=C/C(/C=C/C2C=CC=CC=2)=O)=CC=1.[Pd].[Pd]>[F:61][C:46]1[C:45]([C:65]2[NH:64][C:63]([CH3:62])=[C:67]([C:68]([O:70][CH2:71][CH3:72])=[O:69])[CH:66]=2)=[C:54]2[C:49](=[CH:48][CH:47]=1)[N:50]=[C:51]([CH3:60])[C:52]([NH:55][C:56]1([CH3:59])[CH2:58][CH2:57]1)=[N:53]2 |f:1.2.3.4.5,10.11.12.13.14|. The yield is 51.1%. Starting materials: ClC1CN(CC1)C (3-chloro-1-methyl pyrrolidine), C(C1=CC=CC=C1)N (benzylamine). Solvent: CCOCC (Et2O). The product is C(C1=CC=CC=C1)N (benzylamine), Cl (HCl). RXN SMILES: [Cl:1]C1CCN(C)C1.[CH2:8]([NH2:15])[C:9]1[CH:14]=[CH:13][CH:12]=[CH:11][CH:10]=1>CCOCC>[CH2:8]([NH2:15])[C:9]1[CH:14]=[CH:13][CH:12]=[CH:11][CH:10]=1.[ClH:1]. Procedure: Compound 3-chloro-1-methyl pyrrolidine, 1.33 g (0.0111 mol), and 6.9 ml (6.3 g, 0.063 mol) benzylamine were combined and gently refluxed at 150° for 8 hr. Et2O was added to the cooled reaction and the white solid that formed (benzylamine.HCl) was filtered. The filtrate was distilled at atmospheric pressure to remove Et2O, then at water aspirator vacuum to remove benzylamine (bp 78°-85°) and then at 0.1 mm Hg to yield 1.24 g (52%) colorless liquid, bp 85°-88°. This was dissolved in 150 ml Et2O, t... Reactants: FC1=C(C=C2C(NC(=NC2=C1)N1N=CC(=C1)C(=O)OCC)=O)C1=C(C=CC=C1)C (ethyl 1-(7-fluoro-4-oxo-6-(o-tolyl)-3,4-dihydroquinazolin-2-yl)-1H-pyrazole-4-carboxylate), C(C)NCC (diethylamine). Product: C(C)N(C1=NC(=NC2=CC(=C(C=C12)C1=C(C=CC=C1)C)F)N1N=CC(=C1)C(=O)O)CC (1-(4-(Diethylamino)-7-fluoro-6-(o-tolyl)quinazolin-2-yl)-1H-pyrazole-4-carboxylic acid). RXN SMILES: [F:1][C:2]1[CH:11]=[C:10]2[C:5]([C:6](=O)[NH:7][C:8]([N:12]3[CH:16]=[C:15]([C:17]([O:19]CC)=[O:18])[CH:14]=[N:13]3)=[N:9]2)=[CH:4][C:3]=1[C:23]1[CH:28]=[CH:27][CH:26]=[CH:25][C:24]=1[CH3:29].[CH2:30]([NH:32][CH2:33][CH3:34])[CH3:31]>>[CH2:30]([N:32]([CH2:33][CH3:34])[C:6]1[C:5]2[C:10](=[CH:11][C:2]([F:1])=[C:3]([C:23]3[CH:28]=[CH:27][CH:26]=[CH:25][C:24]=3[CH3:29])[CH:4]=2)[N:9]=[C:8]([N:12]2[CH:16]=[C:15]([C:17]([OH:19])=[O:18])[CH:14]=[N:13]2)[N:7]=1)[CH3:31]. Procedure details: The above compound may be made analogous to Example 1 using ethyl 1-(7-fluoro-4-oxo-6-(o-tolyl)-3,4-dihydroquinazolin-2-yl)-1H-pyrazole-4-carboxylate in step D and diethylamine in step E. MS (ESI): predicted mass calcd. for C23H22FN5O2, 419.2